Dataset: the Open Reaction Database (ORD), a public repository of structured organic reaction records. Task: describe an organic reaction: reactants, conditions, products, and yield Starting materials: CCC(C)=O, CCOC(C)=O, Cc1cc(C)c(-c2c(C)nn3c(Cl)c(CCCl)c(C)nc23)c(C)c1, CCC(N)CC, O. Yields the product Cl, CCC(CC)N1CCc2c(C)nc3c(-c4c(C)cc(C)cc4C)c(C)nn3c21. As a reaction SMILES: [CH2:38]([C:39]([CH3:40])=[O:41])[CH3:42].[CH3:32][CH2:33][O:34][C:35](=[O:36])[CH3:37].[Cl:1][c:2]1[c:3]([CH2:22][CH2:23][Cl:24])[c:4]([CH3:21])[n:5][c:6]2[n:7]1[n:8][c:9]([CH3:20])[c:10]2-[c:11]1[c:12]([CH3:19])[cH:13][c:14]([CH3:18])[cH:15][c:16]1[CH3:17].[NH2:25][CH:26]([CH2:27][CH3:28])[CH2:29][CH3:30].[OH2:31]>>[ClH:1].[c:2]12[c:3]([c:4]([CH3:21])[n:5][c:6]3[n:7]1[n:8][c:9]([CH3:20])[c:10]3-[c:11]1[c:12]([CH3:19])[cH:13][c:14]([CH3:18])[cH:15][c:16]1[CH3:17])[CH2:22][CH2:23][N:25]2[CH:26]([CH2:27][CH3:28])[CH2:29][CH3:30]. The reactants are CCOC(=O)CBr, CN(C)C=O, O=c1[nH]c2ccccc2c(=O)n1Cc1ccc(Cl)c(Cl)c1, Cl, [H-], [Na+]. Yields the product CCOC(=O)Cn1c(=O)n(Cc2ccc(Cl)c(Cl)c2)c(=O)c2ccccc21. Reaction SMILES: [Br:24][CH2:25][C:26](=[O:27])[O:28][CH2:29][CH3:30].[CH3:32][N:33]([CH3:34])[CH:35]=[O:36].[Cl:1][c:2]1[cH:3][c:4]([CH2:5][n:6]2[c:7](=[O:17])[nH:8][c:9]3[cH:10][cH:11][cH:12][cH:13][c:14]3[c:15]2=[O:16])[cH:18][cH:19][c:20]1[Cl:21].[ClH:31].[H-:22].[Na+:23]>>[Cl:1][c:2]1[cH:3][c:4]([CH2:5][n:6]2[c:7](=[O:17])[n:8]([CH2:25][C:26](=[O:27])[O:28][CH2:29][CH3:30])[c:9]3[cH:10][cH:11][cH:12][cH:13][c:14]3[c:15]2=[O:16])[cH:18][cH:19][c:20]1[Cl:21].